Dataset: the Open Reaction Database (ORD), a public repository of structured organic reaction records. Task: describe an organic reaction: reactants, conditions, products, and yield Starting materials: C(C)(C)(C)C1=NN=C(O1)C=1C(=NC=C(N1)C1=NC(=NN1C)C1CCNCC1)N (3-(5-tert-butyl-1,3,4-oxadiazol-2-yl)-5-(1-methyl-3-(piperidin-4-yl)-1H-1,2,4-triazol-5-yl)pyrazin-2-amine), O[C@H](CC(=O)O)C ((S)-3-hydroxybutanoic acid). The product is NC=1N=CC(=NC1C=1OC(=NN1)C(C)(C)C)C1=NC(=NN1C)C1CCN(CC1)C(C[C@H](C)O)=O ((3S)-1-[4-[5-[5-amino-6-(5-tert-butyl-1,3,4-oxadiazol-2-yl)pyrazin-2-yl]-1-methyl-1,2,4-triazol-3-yl]-1-piperidyl]-3-hydroxy-butan-1-one). Isolated yield 68.2%. RXN SMILES: [C:1]([C:5]1[O:9][C:8]([C:10]2[C:11]([NH2:28])=[N:12][CH:13]=[C:14]([C:16]3[N:20]([CH3:21])[N:19]=[C:18]([CH:22]4[CH2:27][CH2:26][NH:25][CH2:24][CH2:23]4)[N:17]=3)[N:15]=2)=[N:7][N:6]=1)([CH3:4])([CH3:3])[CH3:2].[OH:29][C@@H:30]([CH3:35])[CH2:31][C:32](O)=[O:33]>>[NH2:28][C:11]1[N:12]=[CH:13][C:14]([C:16]2[N:20]([CH3:21])[N:19]=[C:18]([CH:22]3[CH2:23][CH2:24][N:25]([C:32](=[O:33])[CH2:31][C@@H:30]([OH:29])[CH3:35])[CH2:26][CH2:27]3)[N:17]=2)=[N:15][C:10]=1[C:8]1[O:9][C:5]([C:1]([CH3:4])([CH3:2])[CH3:3])=[N:6][N:7]=1. Procedure: Using a similar procedure as Example 4, 3-(5-tert-butyl-1,3,4-oxadiazol-2-yl)-5-(1-methyl-3-(piperidin-4-yl)-1H-1,2,4-triazol-5-yl)pyrazin-2-amine was reacted with (S)-3-hydroxybutanoic acid to afford the title compound (167 mg, 68.2%) as a pale yellow solid. 1H NMR Spectrum: (CDCl3) 1.24 (3H, d), 1.52 (9H, s), 1.85 (2H, m), 2.10 (2H, m), 2.35 (1H, dd), 2.55 (1H, d), 2.90 (1H, m), 3.05 (1H, m), 3.20 (1H, m), 3.90 (1H, m), 4.25 (1H, m), 4.31 (3H, s), 4.6 (1H, m), 9.03 (1H, s); Mass Spectrum [M+H]...